Dataset: the Open Reaction Database (ORD), a public repository of structured organic reaction records. Task: describe an organic reaction: reactants, conditions, products, and yield Starting materials: crude intermediate, FC(C(=O)O)(F)F (trifluoroacetic acid), C(=O)([O-])[O-].[K+].[K+] (K2CO3), C(C)(=O)O[C@@H](C(=O)N1[C@@H](CSCC1)C(NCC1=C(C=CC(=C1)Cl)CNC(=O)OC(C)(C)C)=O)C(C)(C)C ((R)-1-{(R)-3-[2-{(tert-Butoxycarbonylamino)methyl}-5-chlorobenzylcarbamoyl]thiomorpholino)-3,3-dimethyl-1-oxo-butan-2-yl acetate). The solvent is C(Cl)Cl (CH2Cl2), CO (MeOH), CCOC(=O)C (EtOAc). Run at time 30 minute. Product: FC(C(=O)O)(F)F.NCC1=C(CNC(=O)[C@H]2N(CCSC2)C([C@@H](C(C)(C)C)O)=O)C=C(C=C1)Cl ((3R)—N-[2-(aminomethyl)-5-chlorobenzyl]-4-[(2R)-2-hydroxy-3,3-dimethylbutanoyl]thiomorpholine-3-carboxamide trifluoroacetate). As a reaction SMILES: C([O-])([O-])=O.[K+].[K+].C([O:10][C@H:11]([C:40]([CH3:43])([CH3:42])[CH3:41])[C:12]([N:14]1[CH2:19][CH2:18][S:17][CH2:16][C@H:15]1[C:20](=[O:39])[NH:21][CH2:22][C:23]1[CH:28]=[C:27]([Cl:29])[CH:26]=[CH:25][C:24]=1[CH2:30][NH:31]C(OC(C)(C)C)=O)=[O:13])(=O)C.[F:44][C:45]([F:50])([F:49])[C:46]([OH:48])=[O:47]>CO.CCOC(C)=O.C(Cl)Cl>[F:44][C:45]([F:50])([F:49])[C:46]([OH:48])=[O:47].[NH2:31][CH2:30][C:24]1[CH:25]=[CH:26][C:27]([Cl:29])=[CH:28][C:23]=1[CH2:22][NH:21][C:20]([C@@H:15]1[CH2:16][S:17][CH2:18][CH2:19][N:14]1[C:12](=[O:13])[C@H:11]([OH:10])[C:40]([CH3:43])([CH3:42])[CH3:41])=[O:39] |f:0.1.2,8.9|. Reported procedure: Solid K2CO3 (5.8 mg, 0.042 mmol) was added to the solution of (R)-1-{(R)-3-[2-{(tert-Butoxycarbonylamino)methyl}-5-chlorobenzylcarbamoyl]thiomorpholino)-3,3-dimethyl-1-oxo-butan-2-yl acetate (0.12 g, 0.21 mmol) in MeOH (5 mL) and the reaction mixture was stirred at room temperature for 30 min. The reaction mixture was diluted with EtOAc (50 mL) and washed with 0.1M aqueous HCl (20 mL), water (2×20 mL), and brine solution (20 mL). The organic layer was dried over anhydrous Na2SO4, filtered and co... The reactants are N1C=CC2=CC=C(C=C12)C(=O)OC (methyl indole-6-carboxylate), [Cl-].[Al+3].[Cl-].[Cl-] (aluminum chloride), BrC(C)C (2-bromopropane), C(O)([O-])=O.[Na+] (sodium hydrogen carbonate). Solvent: ClCCl (dichloromethane). Reaction conditions: time 1 hour. Product: C(C)(C)C1=CNC2=CC(=CC=C12)C(=O)OC (methyl 3-isopropyl-1H-indole-6-carboxylate). RXN SMILES: [NH:1]1[C:9]2[C:4](=[CH:5][CH:6]=[C:7]([C:10]([O:12][CH3:13])=[O:11])[CH:8]=2)[CH:3]=[CH:2]1.[Cl-].[Al+3].[Cl-].[Cl-].Br[CH:19]([CH3:21])[CH3:20].C(=O)([O-])O.[Na+]>ClCCl>[CH:19]([C:3]1[C:4]2[C:9](=[CH:8][C:7]([C:10]([O:12][CH3:13])=[O:11])=[CH:6][CH:5]=2)[NH:1][CH:2]=1)([CH3:21])[CH3:20] |f:1.2.3.4,6.7|. Reported procedure: To a solution of methyl indole-6-carboxylate (497 mg) in dichloromethane (15 mL) were added aluminum chloride (831 mg) and 2-bromopropane (0.27 mL) at room temperature, and then the reaction mixture was stirred at room temperature for 1 hour. To the reaction mixture was added a saturated aqueous solution of sodium hydrogen carbonate, and extracted with ethyl acetate. The obtained organic layer was dried over anhydrous sodium sulfate, filtered, and the filtrate was concentrated under reduced pres... Starting materials: [OH-].[Na+] (sodium hydroxide), ClC1=C(C(=O)OC)C=CC(=C1)C1=CC=CC=C1 (methyl 2-chloro-4-phenylbenzoate), Cl (hydrochloric acid). Solvent: CO (methanol). Reaction conditions: time 6 hour. Product: ClC1=C(C(=O)O)C=CC(=C1)C1=CC=CC=C1 (2-chloro-4-phenylbenzoic acid). Reaction SMILES: [Cl:1][C:2]1[CH:11]=[C:10]([C:12]2[CH:17]=[CH:16][CH:15]=[CH:14][CH:13]=2)[CH:9]=[CH:8][C:3]=1[C:4]([O:6]C)=[O:5].[OH-].[Na+].Cl>CO>[Cl:1][C:2]1[CH:11]=[C:10]([C:12]2[CH:13]=[CH:14][CH:15]=[CH:16][CH:17]=2)[CH:9]=[CH:8][C:3]=1[C:4]([OH:6])=[O:5] |f:1.2|. Procedure: 0.30 g of methyl 2-chloro-4-(4,4,5,5-tetramethyl-1,3,2-dioxaborolane-2-yl)benzoate, 0.19 g of bromobenzene, 57mg of 1,1-bis(diphenylphosphino)ferrocene dichloropalladium and 0.55 g of potassium carbonate were dissolved in 15 ml dimethoxyethane, and the mixture was heated under reflux for 1 hour. After cooling the reaction solution to room temperature, ethyl acetate and water were added thereto. The mixture was filtered through Celite, and the mother liquor was extracted with ethyl acetate. The o...